describe an organic reaction: reactants, conditions, products, and yield From a dataset of the Open Reaction Database (ORD), a public repository of structured organic reaction records. The reactants are CC([C@@H](C(=O)N1CC2=CC(=CC=C2C[C@H]1C(=O)N[C@@H]1CCCC2=CC=CC=C12)C(=O)N[C@@H]1CN([C@@H](C1)C(N[C@@H]1CCCC2=CC=CC=C12)=O)C([C@H](C(C)(C)C)NC([C@H](C)NC)=O)=O)NC([C@H](C)NC)=O)(C)C ((S)-2-((S)-3,3-Dimethyl-2-((S)-2-(methylamino)propanamido)butanoyl)-N7-((3S,5S)-1-((S)-3,3-dimethyl-2-((S)-2-(methylamino)propanamido)butanoyl)-5-(((R)-1,2,3,4-tetrahydronaphthalen-1-yl)carbamoyl)pyrrolidin-3-yl)-N3—((R)-1,2,3,4-tetrahydronaphthalen-1-yl)-1,2,3,4-tetrahydroisoquinoline-3,7-dicarboxamide), C1=CC=CC=2C3=CC=CC=C3C(C12)COC(=O)N[C@H](C(=O)N1C[C@H](C[C@H]1C(N[C@@H]1CCCC2=CC=CC=C12)=O)C1=CC=C2C[C@H](N(CC2=C1)C(=O)OC(C)(C)C)C(N[C@@H]1CCCC2=CC=CC=C12)=O)C(C)(C)C ((S)-tert-butyl 7-((3R,5S)-1-((S)-2-((((9H-fluoren-9-yl)methoxy)carbonyl)amino)-3,3-dimethylbutanoyl)-5-(((R)-1,2,3,4-tetrahydronaphthalen-1-yl)carbamoyl)pyrrolidin-3-yl)-3-(((R)-1,2,3,4-tetrahydronaphthalen-1-yl)carbamoyl)-3,4-dihydroisoquinoline-2(1H)-carboxylate). The product is CC([C@@H](C(N1[C@@H](C[C@@H](C1)C1=CC=C2C[C@H](NCC2=C1)C(N[C@@H]1CCCC2=CC=CC=C12)=O)C(N[C@@H]1CCCC2=CC=CC=C12)=O)=O)NC(OCC1C2=CC=CC=C2C=2C=CC=CC12)=O)(C)C ((9H-Fluoren-9-yl)methyl ((S)-3,3-dimethyl-1-oxo-1-((2S,4R)-2-(((R)-1,2,3,4-tetrahydronaphthalen-1-yl)carbamoyl)-4-((S)-3-(((R)-1,2,3,4-tetrahydronaphthalen-1-yl)carbamoyl)-1,2,3,4-tetrahydroisoquinolin-7-yl)pyrrolidin-1-yl)butan-2-yl)carbamate). Yield: 96.1%. RXN SMILES: CC(C)(C)[C@H](NC(=O)[C@@H](NC)C)C(N1[C@H](C(N[C@H]2C3C(=CC=CC=3)CCC2)=O)CC2C(=CC(C(N[C@H]3C[C@@H](C(=O)N[C@H]4C5C(=CC=CC=5)CCC4)N(C(=O)[C@@H](NC(=O)[C@@H](NC)C)C(C)(C)C)C3)=O)=CC=2)C1)=O.[CH:73]1[C:85]2[CH:84]([CH2:86][O:87][C:88]([NH:90][C@@H:91]([C:142]([CH3:145])([CH3:144])[CH3:143])[C:92]([N:94]3[C@H:98]([C:99](=[O:111])[NH:100][C@H:101]4[C:110]5[C:105](=[CH:106][CH:107]=[CH:108][CH:109]=5)[CH2:104][CH2:103][CH2:102]4)[CH2:97][C@H:96]([C:112]4[CH:121]=[C:120]5[C:115]([CH2:116][C@@H:117]([C:129](=[O:141])[NH:130][C@H:131]6[C:140]7[C:135](=[CH:136][CH:137]=[CH:138][CH:139]=7)[CH2:134][CH2:133][CH2:132]6)[N:118](C(OC(C)(C)C)=O)[CH2:119]5)=[CH:114][CH:113]=4)[CH2:95]3)=[O:93])=[O:89])[C:83]3[C:78](=[CH:79][CH:80]=[CH:81][CH:82]=3)[C:77]=2[CH:76]=[CH:75][CH:74]=1>>[CH3:143][C:142]([CH3:145])([CH3:144])[C@H:91]([NH:90][C:88](=[O:89])[O:87][CH2:86][CH:84]1[C:85]2[CH:73]=[CH:74][CH:75]=[CH:76][C:77]=2[C:78]2[C:83]1=[CH:82][CH:81]=[CH:80][CH:79]=2)[C:92](=[O:93])[N:94]1[CH2:95][C@@H:96]([C:112]2[CH:121]=[C:120]3[C:115]([CH2:116][C@@H:117]([C:129](=[O:141])[NH:130][C@H:131]4[C:140]5[C:135](=[CH:136][CH:137]=[CH:138][CH:139]=5)[CH2:134][CH2:133][CH2:132]4)[NH:118][CH2:119]3)=[CH:114][CH:113]=2)[CH2:97][C@H:98]1[C:99](=[O:111])[NH:100][C@H:101]1[C:110]2[C:105](=[CH:106][CH:107]=[CH:108][CH:109]=2)[CH2:104][CH2:103][CH2:102]1. Procedure: Following a procedure analogous to that for the synthesis of Compound G of Example 1, (S)-tert-butyl 7-((3R,5S)-1-((S)-2-((((9H-fluoren-9-yl)methoxy)carbonyl)amino)-3,3-dimethylbutanoyl)-5-(((R)-1,2,3,4-tetrahydronaphthalen-1-yl)carbamoyl)pyrrolidin-3-yl)-3-(((R)-1,2,3,4-tetrahydronaphthalen-1-yl)carbamoyl)-3,4-dihydroisoquinoline-2(1H)-carboxylate (97 mg, 0.10 mmol) was converted to the title compound (85 mg, 97%). MS (ESI+) m/z 884.4 (M+H)+. Reactants: C(C)(C)(C)OC(=O)COC=1C(=C2C(CC(OC2=C(C1C)C)(C)COC1=CC=C(CC2(C(N(C(S2)=O)CC(=O)OC(C)(C)C)=O)CC(=O)OC(C)(C)C)C=C1)=O)C (di-t-butyl α,α'-{5-[4-(6-t-butoxycarbonylmethoxy-2,5,7,8-tetramethyl -4-oxochroman-2-ylmethoxy)benzyl]-2,4-dioxothiazolidine-3,5-diyl}diacetate), Cl (hydrogen chloride). The solvent is O1CCOCC1 (dioxane). Yields the product C(=O)(O)COC=1C(=C2C(CC(OC2=C(C1C)C)(C)COC1=CC=C(CC2(C(N(C(S2)=O)CC(=O)O)=O)CC(=O)O)C=C1)=O)C (α,α'-{5-[4-(6-Carboxymethoxy-2,5,7,8-tetramethyl-4-oxochroman-2-ylmethoxy)benzyl]-2,4-dioxothiazolidine-3,5-diyl}diacetic acid). Reaction SMILES: C([O:5][C:6]([CH2:8][O:9][C:10]1[C:11]([CH3:56])=[C:12]2[C:17](=[C:18]([CH3:21])[C:19]=1[CH3:20])[O:16][C:15]([CH2:23][O:24][C:25]1[CH:54]=[CH:53][C:28]([CH2:29][C:30]3([CH2:45][C:46]([O:48]C(C)(C)C)=[O:47])[S:34][C:33](=[O:35])[N:32]([CH2:36][C:37]([O:39]C(C)(C)C)=[O:38])[C:31]3=[O:44])=[CH:27][CH:26]=1)([CH3:22])[CH2:14][C:13]2=[O:55])=[O:7])(C)(C)C.Cl>O1CCOCC1>[C:6]([CH2:8][O:9][C:10]1[C:11]([CH3:56])=[C:12]2[C:17](=[C:18]([CH3:21])[C:19]=1[CH3:20])[O:16][C:15]([CH2:23][O:24][C:25]1[CH:26]=[CH:27][C:28]([CH2:29][C:30]3([CH2:45][C:46]([OH:48])=[O:47])[S:34][C:33](=[O:35])[N:32]([CH2:36][C:37]([OH:39])=[O:38])[C:31]3=[O:44])=[CH:53][CH:54]=1)([CH3:22])[CH2:14][C:13]2=[O:55])([OH:7])=[O:5]. Reported procedure: A mixture of 340 mg of di-t-butyl α,α'-{5-[4-(6-t-butoxycarbonylmethoxy-2,5,7,8-tetramethyl -4-oxochroman-2-ylmethoxy)benzyl]-2,4-dioxothiazolidine-3,5-diyl}diacetate (prepared as described in Example 50) and 4 ml of a 4N dioxane solution of hydrogen chloride was treated in the same manner described in Example 61, to give the title compound as a pale yellow powder, softening at 105°-110° C. Reactants: C(OC(Cl)(Cl)Cl)(OC(Cl)(Cl)Cl)=O (Bis(trichloromethyl) carbonate), C(C=C)ON[C@H]1CN[C@@H](C=C1)CO[Si](C)(C)C(C)(C)C (O-allyl-N-((3R,6S)-6-((tert-butyldimethylsilyloxy)methyl)-1,2,3,6-tetrahydropyridin-3-yl)hydroxylamine), C(C=C)ON[C@H]1CN[C@@H](C=C1)CO[Si](C)(C)C(C)(C)C (O-allyl-N-((3R,6S)-6-((tert-butyldimethylsilyloxy)methyl)-1,2,3,6-tetrahydropyridin-3-yl)hydroxylamine), C(C)N(C(C)C)C(C)C (N-ethyl-N-isopropylpropan-2-amine). Run in CC#N (CH3CN), C(C)#N (acetonitrile). Run at temperature 0 celsius, time 1 hour. The product is C(C=C)ON1[C@@H]2C=C[C@H](N(C1=O)C2)CO[Si](C)(C)C(C)(C)C ((2S,5R)-6-(allyloxy)-2-((tert-butyldimethylsilyloxy)methyl)-1,6-diazabicyclo[3.2.1]oct-3-en-7-one). Isolated yield 188.6%. Reaction SMILES: [CH2:1]([O:4][NH:5][C@@H:6]1[CH:11]=[CH:10][C@@H:9]([CH2:12][O:13][Si:14]([C:17]([CH3:20])([CH3:19])[CH3:18])([CH3:16])[CH3:15])[NH:8][CH2:7]1)[CH:2]=[CH2:3].C(N(C(C)C)C(C)C)C.[C:30](=O)(OC(Cl)(Cl)Cl)[O:31]C(Cl)(Cl)Cl>C(#N)C>[CH2:1]([O:4][N:5]1[C:30](=[O:31])[N:8]2[CH2:7][C@H:6]1[CH:11]=[CH:10][C@H:9]2[CH2:12][O:13][Si:14]([C:17]([CH3:20])([CH3:19])[CH3:18])([CH3:15])[CH3:16])[CH:2]=[CH2:3]. Procedure: To a stirred solution of O-allyl-N-((3R,6S)-6-((tert-butyldimethylsilyloxy)methyl)-1,2,3,6-tetrahydropyridin-3-yl)hydroxylamine (Intermediate 128, 2.0 g, 6.70 mmol) in acetonitrile (560 mL), N-ethyl-N-isopropylpropan-2-amine (4.67 ml, 26.80 mmol) was added. Bis(trichloromethyl) carbonate (0.795 g, 2.68 mmol) dissolved in 40 mL CH3CN was added via a syringe pump (at a rate 0.1 ml/min) at 0° C. The reaction mixture was stirred at 0° C. for 1 hr. It was then allowed to stir at room temperature over... Starting materials: F[B-](F)(F)F, CC(C)N, CN(C)C(On1nnc2ccccc21)=[N+](C)C, CCN(C(C)C)C(C)C, CN(C)C=O, O=C(O)c1ccc(OCc2c(-c3ccccn3)noc2CO)nc1. Product: CC(C)NC(=O)c1ccc(OCc2c(-c3ccccn3)noc2CO)nc1. As a reaction SMILES: [B-:29]([F:30])([F:31])([F:32])[F:33].[CH3:25][CH:26]([CH3:27])[NH2:28].[CH3:34][N+:35]([CH3:36])=[C:37]([N:38]([CH3:39])[CH3:40])[O:41][n:42]1[c:43]2[cH:44][cH:45][cH:46][cH:47][c:48]2[n:49][n:50]1.[CH:51]([N:52]([CH2:53][CH3:54])[CH:55]([CH3:56])[CH3:57])([CH3:58])[CH3:59].[O:60]=[CH:61][N:62]([CH3:63])[CH3:64].[OH:1][CH2:2][c:3]1[c:4]([CH2:14][O:15][c:16]2[n:17][cH:18][c:19]([C:20](=[O:21])[OH:22])[cH:23][cH:24]2)[c:5](-[c:8]2[n:9][cH:10][cH:11][cH:12][cH:13]2)[n:6][o:7]1>>[OH:1][CH2:2][c:3]1[c:4]([CH2:14][O:15][c:16]2[n:17][cH:18][c:19]([C:20](=[O:22])[NH:28][CH:26]([CH3:25])[CH3:27])[cH:23][cH:24]2)[c:5](-[c:8]2[n:9][cH:10][cH:11][cH:12][cH:13]2)[n:6][o:7]1.